From a dataset of the Open Reaction Database (ORD), a public repository of structured organic reaction records. describe an organic reaction: reactants, conditions, products, and yield Reactants: [Cl-].[NH4+] (ammonium chloride), C[Mg]Br (Methylmagnesium bromide), ClC=1C=C(C=CC1)C=1C2=C(N(C(N1)=O)CC)N=C(C=C2)C=O (4-(3-chlorophenyl)-1-ethylpyrido[2,3-d]pyrimidin-2(1H)-one-7-carbaldehyde), C[Mg]Br (methylmagnesium bromide). Run in O1CCCC1 (tetrahydrofuran). Reaction conditions: time 30 minute. Yields the product ClC=1C=C(C=CC1)C=1C2=C(N(C(N1)=O)CC)N=C(C=C2)C(C)O (4-(3-chlorophenyl)-1-ethyl-7-(1-hydroxyethyl)pyrido[2,3-d]pyrimidin-2(1H)-one). Isolated yield 30.3%. RXN SMILES: [CH3:1][Mg]Br.[Cl:4][C:5]1[CH:6]=[C:7]([C:11]2[C:12]3[CH:23]=[CH:22][C:21]([CH:24]=[O:25])=[N:20][C:13]=3[N:14]([CH2:18][CH3:19])[C:15](=[O:17])[N:16]=2)[CH:8]=[CH:9][CH:10]=1.[Cl-].[NH4+]>O1CCCC1>[Cl:4][C:5]1[CH:6]=[C:7]([C:11]2[C:12]3[CH:23]=[CH:22][C:21]([CH:24]([OH:25])[CH3:1])=[N:20][C:13]=3[N:14]([CH2:18][CH3:19])[C:15](=[O:17])[N:16]=2)[CH:8]=[CH:9][CH:10]=1 |f:2.3|. Procedure details: 1 M Methylmagnesium bromide (14 ml, 14 mmol) was added to a solution of 4.4 g (14 mmol) of 4-(3-chlorophenyl)-1-ethylpyrido[2,3-d]pyrimidin-2(1H)-one-7-carbaldehyde in 50 ml of tetrahydrofuran under ice-cooling, followed by stirring for 30 minutes under ice-cooling. Then, 7 ml (7 mmol) of 1 M methylmagnesium bromide was added and the mixture was stirred for 30 minutes under ice-cooling. Then, saturated ammonium chloride aqueous solution was added, followed by extraction with chloroform. The orga... Starting materials: C([O-])(O)=O.[Na+] (sodium bicarbonate), NC=1C(=C(C=CC1)C1=CC(=CC=C1)C(=O)O)OC (3′-amino-2′-methoxybiphenyl-3-carboxylic acid), N(=O)[O-].[Na+] (sodium nitrite), C(CC(=O)C)(=O)OCC (ethyl acetoacetate). Run in C(C)O (ethanol), Cl (hydrochloric acid), CO (methanol). Yields the product C(C)OC(=O)C(C(C)=O)=NNC=1C(=C(C=CC1)C1=CC(=CC=C1)C(=O)O)OC (3′-{-2-[1-(ethoxycarbonyl)-2-oxopropylidene]hydrazino}-2′-methoxybiphenyl-3-carboxylic acid). Reaction SMILES: [NH2:1][C:2]1[C:3]([O:17][CH3:18])=[C:4]([C:8]2[CH:13]=[CH:12][CH:11]=[C:10]([C:14]([OH:16])=[O:15])[CH:9]=2)[CH:5]=[CH:6][CH:7]=1.[N:19]([O-])=O.[Na+].[C:23]([O:29][CH2:30][CH3:31])(=[O:28])[CH2:24][C:25]([CH3:27])=[O:26].C(=O)(O)[O-].[Na+]>Cl.C(O)C.CO>[CH2:30]([O:29][C:23]([C:24](=[N:19][NH:1][C:2]1[C:3]([O:17][CH3:18])=[C:4]([C:8]2[CH:13]=[CH:12][CH:11]=[C:10]([C:14]([OH:16])=[O:15])[CH:9]=2)[CH:5]=[CH:6][CH:7]=1)[C:25](=[O:26])[CH3:27])=[O:28])[CH3:31] |f:1.2,4.5|. Procedure: To a solution of 3′-amino-2′-methoxybiphenyl-3-carboxylic acid (5 g) prepared as in Example 6, in hydrochloric acid (8.5 mL) and methanol (90 mL) was added a solution of sodium nitrite (1.41 g in 400 mL of water) at about 0° C. to about 5° C. under stirring. The reaction mixture was stirred for about 15 minutes at about 5° C. Then ethyl acetoacetate (2.7 g) was added and the reaction mixture was stirred for about 15 minutes at about 0° C. to about 5° C. Solid sodium bicarbonate (15 g) and ethano...